From a dataset of the Open Reaction Database (ORD), a public repository of structured organic reaction records. describe an organic reaction: reactants, conditions, products, and yield Starting materials: BrC=1C=C(C(=CC1OC(C(F)F)(F)F)N)N (4-bromo-5-(1',1',2',2'-tetrafluoroethoxy)-1,2-benzenediamine), C1(=C(C=CC=C1)N)N (o-phenylenediamine), BrBr (bromine), ClC(C(OC)=N)(Cl)Cl (methyl trichloroacetoimidate), ice water. Solvent: C(C)(=O)O (acetic acid). Conditions: time 20 minute. Product: ClC(C=1NC2=C(N1)C=CC=C2)(Cl)Cl (2-(trichloromethyl)-benzimidazole). As a reaction SMILES: Br[C:2]1[CH:3]=[C:4]([NH2:16])[C:5]([NH2:15])=[CH:6][C:7]=1OC(F)(F)C(F)F.C1(N)C=CC=CC=1N.BrBr.[Cl:27][C:28]([Cl:34])([Cl:33])[C:29](=N)OC>C(O)(=O)C>[Cl:27][C:28]([Cl:34])([Cl:33])[C:29]1[NH:16][C:4]2[CH:3]=[CH:2][CH:7]=[CH:6][C:5]=2[N:15]=1. Reported procedure: 9.5 Grams of 4-bromo-5-(1',1',2',2'-tetrafluoroethoxy)-1,2-benzenediamine, [i.e. the o-phenylenediamine compound (IV) containing bromine as the substituent X] was dissolved in 100 ml of acetic acid, 5.7 ml of methyl trichloroacetoimidate was added thereto at room temperature, and the resulting mixture was stirred for 20 minutes. The reaction solution was poured into ice water and extracted with ethyl acetate. The organic layer was washed with water, dried over anhydrous magnesium sulfate, and re... Yields the product OCC(O)C(O)C(O)CO. As a reaction SMILES: [CH:13](=[O:14])[c:15]1[o:16][cH:17][cH:18][cH:19]1.[Na+:2].[O:3]=[CH:4][CH:5]([OH:6])[CH:7]([OH:8])[CH:9]([OH:10])[CH2:11][OH:12].[OH-:1]>>[OH:3][CH2:4][CH:5]([OH:6])[CH:7]([OH:8])[CH:9]([OH:10])[CH2:11][OH:12]. The reactants are O=Cc1ccco1, [Na+], O=CC(O)C(O)C(O)CO, [OH-]. Starting materials: ClC1=C(C=C(C=C1)C1C(=C(NC=2N1C=C(N2)C2=C(C=CC=C2)OC)C)C#N)F (5-(4-chloro-3-fluorophenyl)-2-(2-methoxyphenyl)-7-methyl-5,8-dihydroimidazo[1,2-a]pyrimidine-6-carbonitrile), ClC=1C(C(=C(C(C1Cl)=O)C#N)C#N)=O (2,3-dichloro-5,6-dicyano-1,4-benzoquinone). The solvent is C(Cl)Cl (CH2Cl2), C(Cl)Cl (CH2Cl2). Reaction conditions: time 2.5 hour. Yields the product ClC1=C(C=C(C=C1)C1=C(C(=NC=2N1C=C(N2)C2=C(C=CC=C2)OC)C)C#N)F (5-(4-chloro-3-fluorophenyl)-2-(2-methoxyphenyl)-7-methylimidazo[1,2-a]pyrimidine-6-carbonitrile). Yield: 93.0%. RXN SMILES: [Cl:1][C:2]1[CH:7]=[CH:6][C:5]([CH:8]2[N:13]3[CH:14]=[C:15]([C:17]4[CH:22]=[CH:21][CH:20]=[CH:19][C:18]=4[O:23][CH3:24])[N:16]=[C:12]3[NH:11][C:10]([CH3:25])=[C:9]2[C:26]#[N:27])=[CH:4][C:3]=1[F:28].ClC1C(=O)C(C#N)=C(C#N)C(=O)C=1Cl>C(Cl)Cl>[Cl:1][C:2]1[CH:7]=[CH:6][C:5]([C:8]2[N:13]3[CH:14]=[C:15]([C:17]4[CH:22]=[CH:21][CH:20]=[CH:19][C:18]=4[O:23][CH3:24])[N:16]=[C:12]3[N:11]=[C:10]([CH3:25])[C:9]=2[C:26]#[N:27])=[CH:4][C:3]=1[F:28]. Procedure: To a stirred suspension of 5-(4-chloro-3-fluorophenyl)-2-(2-methoxyphenyl)-7-methyl-5,8-dihydroimidazo[1,2-a]pyrimidine-6-carbonitrile (180 mg, 0.46 mmol) in CH2Cl2 (5 mL) was added 2,3-dichloro-5,6-dicyano-1,4-benzoquinone (103 mg, 0.46 mmol) in one portion. The reaction was kept at ambient temperature for 2.5 h, diluted with CH2Cl2 and washed with satd aq NaHCO3 (5×). The organic layer was washed again with brine, dried (Na2SO4) and concentrated under reduced pressure to afford 5-(4-chloro-3-f... Reactants: O=C(Cl)c1ccc(Cl)cc1, CCOC(=O)C1=Cc2cc(Cl)c(C(C)(C)CN)cc2OC1C(F)(F)F, ClCCl, Cl, c1ccncc1. Product: CCOC(=O)C1=Cc2cc(Cl)c(C(C)(C)CNC(=O)c3ccc(Cl)cc3)cc2OC1C(F)(F)F. As a reaction SMILES: [Cl:27][C:28](=[O:29])[c:30]1[cH:31][cH:32][c:33]([Cl:34])[cH:35][cH:36]1.[Cl:2][c:3]1[cH:4][c:5]2[c:10]([cH:11][c:12]1[C:13]([CH2:14][NH2:15])([CH3:16])[CH3:17])[O:9][CH:8]([C:18]([F:19])([F:20])[F:21])[C:7]([C:22](=[O:23])[O:24][CH2:25][CH3:26])=[CH:6]2.[Cl:43][CH2:44][Cl:45].[ClH:1].[cH:37]1[cH:38][cH:39][n:40][cH:41][cH:42]1>>[Cl:2][c:3]1[cH:4][c:5]2[c:10]([cH:11][c:12]1[C:13]([CH2:14][NH:15][C:28](=[O:29])[c:30]1[cH:31][cH:32][c:33]([Cl:34])[cH:35][cH:36]1)([CH3:16])[CH3:17])[O:9][CH:8]([C:18]([F:19])([F:20])[F:21])[C:7]([C:22](=[O:23])[O:24][CH2:25][CH3:26])=[CH:6]2. Starting materials: CO, [H-], [Na+], O=C1CCCCC1, c1cnc2[nH]ccc2c1. Product: C1=C(c2c[nH]c3ncccc23)CCCC1. RXN SMILES: [CH3:19][OH:20].[H-:1].[Na+:2].[O:12]=[C:13]1[CH2:14][CH2:15][CH2:16][CH2:17][CH2:18]1.[nH:3]1[cH:4][cH:5][c:6]2[cH:7][cH:8][cH:9][n:10][c:11]12>>[nH:3]1[cH:4][c:5]([C:13]2=[CH:14][CH2:15][CH2:16][CH2:17][CH2:18]2)[c:6]2[cH:7][cH:8][cH:9][n:10][c:11]12.